From a dataset of the Open Reaction Database (ORD), a public repository of structured organic reaction records. describe an organic reaction: reactants, conditions, products, and yield The reactants are C1=CN(C(=O)NC1=O)[C@H]2[C@@H]([C@@H]([C@H](O2)COP(=O)([O-])OP(=O)(O)[O-])O)O.[Na+].[Na+] (UDP disodium salt), N(CCCC)(CCCC)CCCC (Bu3N), C(CCC)N(CCCC)CCCC (tributylamine), C1=CN(C(=O)NC1=O)[C@H]2[C@@H]([C@@H]([C@H](O2)COP(=O)(O)OP(=O)(O)O)O)O (UDP). The solvent is CCO (EtOH), CCO (EtOH). Yields the product P(O)(=O)(OP(=O)(O)O)OC[C@@H]1[C@H]([C@H]([C@@H](O1)N1C=NC=2C(N)=NC=NC12)O)O (ADP), C1=CN(C(=O)NC1=O)[C@H]2[C@@H]([C@@H]([C@H](O2)COP(=O)(O)OP(=O)(O)O)O)O (UDP). As a reaction SMILES: C([N:5](CCCC)CCCC)CCC.[CH:14]1[C:20](=O)[NH:19][C:17](=O)[N:16]([C@@H:22]2[O:26][C@H:25]([CH2:27][O:28][P:29]([O:32][P:33]([OH:36])([OH:35])=[O:34])([OH:31])=[O:30])[C@@H:24]([OH:37])[C@H:23]2[OH:38])[CH:15]=1.[CH:39]1[C:45](=[O:46])[NH:44][C:42](=[O:43])[N:41]([C@@H:47]2[O:51][C@H:50]([CH2:52][O:53][P:54]([O:57][P:58]([O-:61])([OH:60])=[O:59])([O-:56])=[O:55])[C@@H:49]([OH:62])[C@H:48]2[OH:63])[CH:40]=1.[Na+].[Na+]>CCO>[P:29]([O:28][CH2:27][C@H:25]1[O:26][C@@H:22]([N:16]2[C:15]3[N:44]=[CH:42][N:41]=[C:20]([NH2:19])[C:14]=3[N:5]=[CH:17]2)[C@H:23]([OH:38])[C@@H:24]1[OH:37])([O:32][P:33]([OH:35])([OH:36])=[O:34])(=[O:30])[OH:31].[CH:39]1[C:45](=[O:46])[NH:44][C:42](=[O:43])[N:41]([C@@H:47]2[O:51][C@H:50]([CH2:52][O:53][P:54]([O:57][P:58]([OH:60])([OH:61])=[O:59])([OH:56])=[O:55])[C@@H:49]([OH:62])[C@H:48]2[OH:63])[CH:40]=1 |f:2.3.4|. Procedure details: ADP (Bu3NH+)2, AMP (Bu3NH+)2 and UMP (Bu3NH+)2 were prepared from the corresponding free acid and tributylamine (Bu3N; 2 eq) in EtOH. UDP (Bu3NH+)2 was prepared from UDP disodium salt. The latter salt was passed through a column of activated Dowex 50WX-8 200 mesh, H+ form. The column eluate was collected in an ice-cooled flask containing (Bu3N (2 eq) and EtOH. The resulting solution was freeze-dried to yield UDP (Bu3NH+)2 as a viscous oil. The reactants are CC1=C(OC=2C=C3C(=NNC3=CC2)C(C)C)C(=CC(=C1)[N+](=O)[O-])C (5-(2,6-dimethyl-4-nitrophenoxy)-3-isopropyl-1H-indazole). Reagents/catalysts: [Pd] (palladium/carbon). Run in C(C)O (ethanol). Reaction conditions: time 4 hour. Yields the product NC1=CC(=C(OC=2C=C3C(=NNC3=CC2)C(C)C)C(=C1)C)C (5-(4-amino-2,6-dimethylphenoxy)-3-isopropyl-1H-indazole). Isolated yield 31.5%. RXN SMILES: [CH3:1][C:2]1[CH:20]=[C:19]([N+:21]([O-])=O)[CH:18]=[C:17]([CH3:24])[C:3]=1[O:4][C:5]1[CH:6]=[C:7]2[C:11](=[CH:12][CH:13]=1)[NH:10][N:9]=[C:8]2[CH:14]([CH3:16])[CH3:15]>C(O)C.[Pd]>[NH2:21][C:19]1[CH:20]=[C:2]([CH3:1])[C:3]([O:4][C:5]2[CH:6]=[C:7]3[C:11](=[CH:12][CH:13]=2)[NH:10][N:9]=[C:8]3[CH:14]([CH3:15])[CH3:16])=[C:17]([CH3:24])[CH:18]=1. Procedure details: 25 mg of palladium/carbon (10%) are suspended in a solution of 175 mg (0.538 mmol) of 5-(2,6-dimethyl-4-nitrophenoxy)-3-isopropyl-1H-indazole in 10 ml of ethanol. The mixture is shaken under a hydrogen atmosphere at 3 bar for 4 h, then filtered off through kieselguhr, the filtrate is concentrated in vacuo and the residue is purified on silica gel (cyclohexane/ethyl acetate 2:1). 50 mg (31%) of 5-(4-amino-2,6-dimethylphenoxy)-3-isopropyl-1H-indazole are obtained. The reactants are BrN1C(CCC1=O)=O (N-Bromosuccinimide), C[C@@H]1CN(C[C@@H](O1)C)C1=NC(=CC=C1)C1=C(OC=C1)C (cis-2,6-dimethyl-4-[6-(2-methyl-3-furanyl)-2-pyridinyl]morpholine). Run in C(Cl)(Cl)Cl (chloroform). Conditions: temperature 0 celsius, time 1 hour. Yields the product BrC=1C=CC(=NC1C1=C(OC=C1)C)N1C[C@H](O[C@H](C1)C)C (cis-4-[5-Bromo-6-(2-methyl-3-furanyl)-2-pyridinyl]-2,6-dimethylmorpholine). As a reaction SMILES: [Br:1]N1C(=O)CCC1=O.[CH3:9][C@H:10]1[O:15][C@@H:14]([CH3:16])[CH2:13][N:12]([C:17]2[CH:22]=[CH:21][CH:20]=[C:19]([C:23]3[CH:27]=[CH:26][O:25][C:24]=3[CH3:28])[N:18]=2)[CH2:11]1>C(Cl)(Cl)Cl>[Br:1][C:20]1[CH:21]=[CH:22][C:17]([N:12]2[CH2:11][C@H:10]([CH3:9])[O:15][C@H:14]([CH3:16])[CH2:13]2)=[N:18][C:19]=1[C:23]1[CH:27]=[CH:26][O:25][C:24]=1[CH3:28]. Procedure: N-Bromosuccinimide (137 mg, 0.771 mmol) was added portionwise to a solution of cis-2,6-dimethyl-4-[6-(2-methyl-3-furanyl)-2-pyridinyl]morpholine (210 mg, 0.771 mmol) in chloroform (7 mL) at 0° C. The reaction was stirred at 0° C. for 1 hour. Crude LC/MS showed desired product can be seen and no starting material left, so the reaction mixture was diluted with ethyl acetate (20 mL) and washed with water (10 mL), brine (10 mL), water (10 mL) and brine (10 mL). The organic layer was dried (sodium su... The reactants are C(C)(=O)NC=1C=C2CCCC2=CC1 (5-acetylaminoindane), BrBr (bromine). Run in O (water), C(C)(=O)O (acetic acid). Reaction conditions: temperature 10 celsius, time 15 minute. The product is C(C)(=O)NC=1C=C2CCCC2=CC1Br (5-Acetylamino-6-bromoindane). Isolated yield 80.0%. RXN SMILES: [C:1]([NH:4][C:5]1[CH:6]=[C:7]2[C:11](=[CH:12][CH:13]=1)[CH2:10][CH2:9][CH2:8]2)(=[O:3])[CH3:2].[Br:14]Br>C(O)(=O)C.O>[C:1]([NH:4][C:5]1[CH:6]=[C:7]2[C:11](=[CH:12][C:13]=1[Br:14])[CH2:10][CH2:9][CH2:8]2)(=[O:3])[CH3:2]. Procedure details: To a solution of 5-acetylaminoindane (53.0 g, 0.30 mol) in glacial acetic acid (1 L) at 10° C. was added dropwise over a period of 1 h a solution of bromine (19.0 mL, 0.37 mol). The mixture was further stirred at 10° C. for 15 min, and was then diluted with water until no more precipitate formed. The precipitate was collected, washed with water and dried under vacuum to give 61 g (80%) of the title compound. Starting materials: CCOC(=O)C1=C(C(OCC)OCC)NC(C)=C(C(=O)OCCO)C1c1ccccc1[N+](=O)[O-], CC(C)=O, Cl. The product is CCOC(=O)C1=C(C=O)NC(C)=C(C(=O)OCCO)C1c1ccccc1[N+](=O)[O-]. RXN SMILES: [CH3:1][C:2]1=[C:7]([C:8](=[O:9])[O:10][CH2:11][CH2:12][OH:13])[CH:6]([c:14]2[c:15]([N+:20](=[O:21])[O-:22])[cH:16][cH:17][cH:18][cH:19]2)[C:5]([C:23](=[O:24])[O:25][CH2:26][CH3:27])=[C:4]([CH:28]([O:29][CH2:33][CH3:34])[O:30][CH2:31][CH3:32])[NH:3]1.[CH3:36][C:37](=[O:38])[CH3:39].[ClH:35]>>[CH3:1][C:2]1=[C:7]([C:8](=[O:9])[O:10][CH2:11][CH2:12][OH:13])[CH:6]([c:14]2[c:15]([N+:20](=[O:21])[O-:22])[cH:16][cH:17][cH:18][cH:19]2)[C:5]([C:23](=[O:24])[O:25][CH2:26][CH3:27])=[C:4]([CH:28]=[O:29])[NH:3]1. Reactants: COC=1C(CCC(CN1)C)C (3,4,5,6-tetrahydro-7-methoxy-3,6-dimethyl-2H-azepine), [Cl-].[NH4+] (ammonium chloride), title material. The solvent is CO (MeOH). The product is Cl.CC1C(NCC(CC1)C)=N (hexahydro-3,6-dimethyl-1H-azepin-2-imine, monohydrochloride). As a reaction SMILES: CO[C:3]1[CH:4]([CH3:11])[CH2:5][CH2:6][CH:7]([CH3:10])[CH2:8][N:9]=1.[Cl-:12].[NH4+:13]>CO>[ClH:12].[CH3:11][CH:4]1[CH2:5][CH2:6][CH:7]([CH3:10])[CH2:8][NH:9][C:3]1=[NH:13] |f:1.2,4.5|. Procedure details: The product of EXAMPLE 129 in MeOH is reacted with ammonium chloride by the method of EXAMPLE 27 to generate the title material. Reactants: NC1=C(C=CC=C1)/C=C/C(=O)OC (methyl (E)-3-(2-aminophenyl)propenoate), C(=O)C=1N=CNC1 (4-formylimidazole), [BH4-].[Na+] (sodium borohydride), C(C)(=O)O (acetic acid), [BH4-].[Na+] (sodium borohydride), [BH4-].[Na+] (sodium borohydride). The solvent is CO (methanol), CO (methanol), C(Cl)(Cl)Cl (chloroform). Product: N1C=NC(=C1)CNC1=C(C=CC=C1)/C=C/C(=O)OC (methyl (E)-3-[2-(4-imidazolylmethylamino)phenyl]propenoate). Yield: 90.7%. RXN SMILES: [NH2:1][C:2]1[CH:7]=[CH:6][CH:5]=[CH:4][C:3]=1/[CH:8]=[CH:9]/[C:10]([O:12][CH3:13])=[O:11].[CH:14]([C:16]1[N:17]=[CH:18][NH:19][CH:20]=1)=O.[BH4-].[Na+].C(O)(=O)C>CO.C(Cl)(Cl)Cl>[NH:19]1[CH:20]=[C:16]([CH2:14][NH:1][C:2]2[CH:7]=[CH:6][CH:5]=[CH:4][C:3]=2/[CH:8]=[CH:9]/[C:10]([O:12][CH3:13])=[O:11])[N:17]=[CH:18]1 |f:2.3|. Procedure: A solution of methyl (E)-3-(2-aminophenyl)propenoate (531.6 mg) and 4-formylimidazole (317.1 mg) in methanol (7.0 ml) was stirred at ambient temperature for 18 hours. To the reaction mixture was added sodium borohydride (56.5 mg) under stirring and cooling in an ice-bath. After the mixture was stirred for 2 hours at ambient temperature, sodium borohydride (56.5 mg) was added thereto. The mixture was stirred for 2 hours at ambient temperature. To the reaction mixture was added acetic acid in orde...